From a dataset of the Open Reaction Database (ORD), a public repository of structured organic reaction records. describe an organic reaction: reactants, conditions, products, and yield The solvent is CS(=O)C (DMSO), C(CCl)Cl (EDC). RXN SMILES: Cl[C:2]1[C:11]([C:12]([OH:14])=[O:13])=[CH:10][C:9]2[C:4](=[CH:5][CH:6]=[C:7]([Cl:15])[CH:8]=2)[N:3]=1.[NH2:16][CH:17]([CH2:27][O:28][CH2:29][C:30]1[CH:35]=[CH:34][CH:33]=[CH:32][CH:31]=1)[C:18]([NH:20][C:21]1[CH:26]=[CH:25][CH:24]=[CH:23][CH:22]=1)=[O:19].C(N[C@H](C(O)=O)COCC1C=CC=CC=1)(OC(C)(C)C)=O.NC1C=CC=CC=1.ON1C2C=CC=CC=2N=N1.C(O)(C(F)(F)F)=O>CS(C)=O.C(Cl)CCl>[CH2:29]([O:28][CH2:27][CH:17]([NH:16][C:2]1[C:11]([C:12]([OH:14])=[O:13])=[CH:10][C:9]2[C:4](=[CH:5][CH:6]=[C:7]([Cl:15])[CH:8]=2)[N:3]=1)[C:18](=[O:19])[NH:20][C:21]1[CH:26]=[CH:25][CH:24]=[CH:23][CH:22]=1)[C:30]1[CH:31]=[CH:32][CH:33]=[CH:34][CH:35]=1. Reported procedure: In close analogy to the procedure described in Example 1, 2,6-dichloroquinoline-3-carboxylic acid is reacted with 2-amino-3-benzyloxy-N-phenyl-propionamide (prepared by reaction of N-Boc-O-benzyl-L-serine with aniline in the presence of N-hydroxy-benzotriazole and EDC, followed by deprotection with TFA) in DMSO to provide the title compound in good yield. The product is C(C1=CC=CC=C1)OCC(C(NC1=CC=CC=C1)=O)NC1=NC2=CC=C(C=C2C=C1C(=O)O)Cl (2-(2-Benzyloxy-1-phenylcarbamoyl-ethylamino)-6-chloro-quinoline-3-carboxylic acid). The reactants are ClC1=NC2=CC=C(C=C2C=C1C(=O)O)Cl (2,6-dichloroquinoline-3-carboxylic acid), NC(C(=O)NC1=CC=CC=C1)COCC1=CC=CC=C1 (2-amino-3-benzyloxy-N-phenyl-propionamide), C(=O)(OC(C)(C)C)N[C@@H](COCC1=CC=CC=C1)C(=O)O (N-Boc-O-benzyl-L-serine), NC1=CC=CC=C1 (aniline), ON1N=NC2=C1C=CC=C2 (N-hydroxy-benzotriazole), C(=O)(C(F)(F)F)O (TFA). Starting materials: COC=1C=C(CN2C(CNCC2)C2=CC=CC=C2)C=C(C1OC)OC (1-(3',4',5'-Trimethoxy benzyl)-2-phenyl piperazine), C(C)N(CC)CCCl (diethylamino ethylchloride), Example 2 ( c ). Product: COC=1C=C(CN2C(CN(CC2)CCN(CC)CC)C2=CC=CC=C2)C=C(C1OC)OC (1-(3',4',5'-Trimethoxy benzyl)-2-phenyl-4-diethylamino ethyl piperazine). Reaction SMILES: [CH3:1][O:2][C:3]1[CH:4]=[C:5]([CH:19]=[C:20]([O:24][CH3:25])[C:21]=1[O:22][CH3:23])[CH2:6][N:7]1[CH2:12][CH2:11][NH:10][CH2:9][CH:8]1[C:13]1[CH:18]=[CH:17][CH:16]=[CH:15][CH:14]=1.[CH2:26]([N:28]([CH2:31][CH2:32]Cl)[CH2:29][CH3:30])[CH3:27]>>[CH3:1][O:2][C:3]1[CH:4]=[C:5]([CH:19]=[C:20]([O:24][CH3:25])[C:21]=1[O:22][CH3:23])[CH2:6][N:7]1[CH2:12][CH2:11][N:10]([CH2:27][CH2:26][N:28]([CH2:31][CH3:32])[CH2:29][CH3:30])[CH2:9][CH:8]1[C:13]1[CH:18]=[CH:17][CH:16]=[CH:15][CH:14]=1. Procedure details: 1-(3',4',5'-Trimethoxy benzyl)-2-phenyl piperazine prepared according to Example 11, is alkylated by means of diethylamino ethylchloride by following the procedure described in Example 2 (c). The resulting reaction product is obtained in the form of yellow oil boiling at 200° C./0.03 mm. Hg. Reactants: S(=O)([O-])S(=O)[O-].[Na+].[Na+] (Sodium dithionite), [Na] (sodium), NC=1N=C(NC(C1N=O)=O)C1=C(C=CC(=C1)C)OCCC (4-amino-2-(5-methyl-2-propoxyphenyl)-5-nitrosopyrimid-6-one). Solvent: O (water). Run at time 105 minute. Product: NC=1N=C(NC(C1N)=O)C1=C(C=CC(=C1)C)OCCC (4,5-diamino-2-(5-methyl-2-propoxyphenyl)pyrimid-6-one). Yield: 55.4%. As a reaction SMILES: S(S([O-])=O)([O-])=O.[Na+].[Na+].[Na].[NH2:10][C:11]1[N:12]=[C:13]([C:20]2[CH:25]=[C:24]([CH3:26])[CH:23]=[CH:22][C:21]=2[O:27][CH2:28][CH2:29][CH3:30])[NH:14][C:15](=[O:19])[C:16]=1[N:17]=O>O>[NH2:10][C:11]1[N:12]=[C:13]([C:20]2[CH:25]=[C:24]([CH3:26])[CH:23]=[CH:22][C:21]=2[O:27][CH2:28][CH2:29][CH3:30])[NH:14][C:15](=[O:19])[C:16]=1[NH2:17] |f:0.1.2,^1:8|. Procedure details: Sodium dithionite (10.8 g.) was added during 5 minutes to a stirred suspension of the crude sodium salt of 4-amino-2-(5-methyl-2-propoxyphenyl)-5-nitrosopyrimid-6-one (9.3 g.) in water (180 ml.). Stirring was continued for a further 105 minutes, and solid obtained was filtered off, washed with water, and recrystallised from aqueous ethanol to give 4,5-diamino-2-(5-methyl-2-propoxyphenyl)pyrimid-6-one (4.9 g.), m.p. 184°-188° C. (with decomposition). Reactants: COC(=O)c1ccc(C(C)(F)P(=O)(OC)OC)cc1, Cl, [Li+], C1COCCO1, [OH-]. Yields the product COP(=O)(OC)C(C)(F)c1ccc(C(=O)O)cc1. Reaction SMILES: [CH3:1][O:2][C:3]([c:4]1[cH:5][cH:6][c:7]([C:10]([CH3:11])([F:12])[P:13](=[O:14])([O:15][CH3:16])[O:17][CH3:18])[cH:8][cH:9]1)=[O:19].[ClH:22].[Li+:21].[O:23]1[CH2:24][CH2:25][O:26][CH2:27][CH2:28]1.[OH-:20]>>[O:2]=[C:3]([c:4]1[cH:5][cH:6][c:7]([C:10]([CH3:11])([F:12])[P:13](=[O:14])([O:15][CH3:16])[O:17][CH3:18])[cH:8][cH:9]1)[OH:19]. Reactants: C(CCC)[Li] (n-Butyllithium), C(C1=CC=CC=C1)SC1=NN(C=N1)C1=CC=CC=C1 (3-benzylthio-1-phenyl-1,2,4-triazole), BrBr (Bromine). Run in O1CCCC1 (tetrahydrofuran). Yields the product C(C1=CC=CC=C1)SC1=NN(C(=N1)Br)C1=CC=CC=C1 (3-Benzylthio-5-bromo-1-phenyl-1,2,4-triazole). RXN SMILES: C([Li])CCC.[CH2:6]([S:13][C:14]1[N:18]=[CH:17][N:16]([C:19]2[CH:24]=[CH:23][CH:22]=[CH:21][CH:20]=2)[N:15]=1)[C:7]1[CH:12]=[CH:11][CH:10]=[CH:9][CH:8]=1.[Br:25]Br>O1CCCC1>[CH2:6]([S:13][C:14]1[N:18]=[C:17]([Br:25])[N:16]([C:19]2[CH:24]=[CH:23][CH:22]=[CH:21][CH:20]=2)[N:15]=1)[C:7]1[CH:8]=[CH:9][CH:10]=[CH:11][CH:12]=1. Procedure: n-Butyllithium (50 ml) was added dropwise to a stirred solution of 3-benzylthio-1-phenyl-1,2,4-triazole (31.8 g) in dry tetrahydrofuran (200 ml) at -70° C. Bromine (19 g) was added and the reaction mixture was allowed to warm to room temperature and then quenched with water. After washing with brine, the organic phase was dried and evaporated to give a yellow oil. Purification by chromatography over silica with dichloromethane and petroleum ether afforded the desired product as a pale yellow oil...